From a dataset of the Open Reaction Database (ORD), a public repository of structured organic reaction records. describe an organic reaction: reactants, conditions, products, and yield Product: CCNC(=N)NCC1(O)COc2ccccc2OC1, I. Reactants: CCO, CCNC(=N)SC, I, NCC1(O)COc2ccccc2OC1. RXN SMILES: [CH3:23][CH2:24][OH:25].[CH3:2][S:3][C:4]([NH:5][CH2:6][CH3:7])=[NH:8].[IH:1].[OH:9][C:10]1([CH2:21][NH2:22])[CH2:11][O:12][c:13]2[c:14]([cH:17][cH:18][cH:19][cH:20]2)[O:15][CH2:16]1>>[C:4]([NH:5][CH2:6][CH3:7])(=[NH:8])[NH:22][CH2:21][C:10]1([OH:9])[CH2:11][O:12][c:13]2[c:14]([cH:17][cH:18][cH:19][cH:20]2)[O:15][CH2:16]1.[IH:1]. Reactants: CCCCO, CCN(C(C)C)C(C)C, Nc1cc(Cl)ncn1, C1CN(CCN2CCOCC2)CCN1. The product is Nc1cc(N2CCN(CCN3CCOCC3)CC2)ncn1. Reaction SMILES: [CH2:32]([OH:33])[CH2:34][CH2:35][CH3:36].[CH:9]([N:10]([CH:11]([CH3:12])[CH3:13])[CH2:14][CH3:15])([CH3:16])[CH3:17].[Cl:1][c:2]1[cH:3][c:4]([NH2:8])[n:5][cH:6][n:7]1.[N:18]1([CH2:24][CH2:25][N:26]2[CH2:27][CH2:28][O:29][CH2:30][CH2:31]2)[CH2:19][CH2:20][NH:21][CH2:22][CH2:23]1>>[c:2]1([N:21]2[CH2:20][CH2:19][N:18]([CH2:24][CH2:25][N:26]3[CH2:27][CH2:28][O:29][CH2:30][CH2:31]3)[CH2:23][CH2:22]2)[cH:3][c:4]([NH2:8])[n:5][cH:6][n:7]1. Starting materials: CCO, Cc1ccnc2c1C(=NNC(=N)N)CC(c1cc(Cl)sc1Cl)C2, O=[N+]([O-])O. The product is Cc1ccnc2c1C(=NNC(=N)N)CC(c1cc(Cl)sc1Cl)C2, O=[N+]([O-])O. RXN SMILES: [CH3:28][CH2:29][OH:30].[Cl:1][c:2]1[s:3][c:4]([Cl:23])[cH:5][c:6]1[CH:7]1[CH2:8][C:9](=[N:18][NH:19][C:20](=[NH:21])[NH2:22])[c:10]2[c:11]([CH3:17])[cH:12][cH:13][n:14][c:15]2[CH2:16]1.[OH:24][N+:25]([O-:26])=[O:27]>>[Cl:1][c:2]1[s:3][c:4]([Cl:23])[cH:5][c:6]1[CH:7]1[CH2:8][C:9](=[N:18][NH:19][C:20](=[NH:21])[NH2:22])[c:10]2[c:11]([CH3:17])[cH:12][cH:13][n:14][c:15]2[CH2:16]1.[O:24]=[N+:25]([OH:26])[O-:27]. Reactants: CCOC(=O)CCC(NC(=O)c1ccc([N+](=O)[O-])c(OC)c1)C(=O)OCC, CO, CCO. The product is CCOC(=O)CCC(NC(=O)c1ccc(N)c(OC)c1)C(=O)OCC. As a reaction SMILES: [CH3:1][O:2][c:3]1[cH:4][c:5]([C:6](=[O:7])[NH:8][CH:9]([CH2:10][CH2:11][C:12](=[O:13])[O:14][CH2:15][CH3:16])[C:17](=[O:18])[O:19][CH2:20][CH3:21])[cH:22][cH:23][c:24]1[N+:25]([O-:26])=[O:27].[CH3:28][OH:29].[CH3:30][CH2:31][OH:32]>>[CH3:1][O:2][c:3]1[cH:4][c:5]([C:6](=[O:7])[NH:8][CH:9]([CH2:10][CH2:11][C:12](=[O:13])[O:14][CH2:15][CH3:16])[C:17](=[O:18])[O:19][CH2:20][CH3:21])[cH:22][cH:23][c:24]1[NH2:25].